From a dataset of the Open Reaction Database (ORD), a public repository of structured organic reaction records. describe an organic reaction: reactants, conditions, products, and yield The reactants are C(#N)C=1C(=C2C=C(N(C2=CC1)CC(=O)O)C)C(F)(F)F ([5-cyano-2-methyl-4-(trifluoromethyl)-1H-indol-1-yl]acetic acid), ONC(=N)C1=CC(=CC=C1)C(F)(F)F (N-hydroxy-3-(trifluoromethyl)benzenecarboximidamide). Product: CC=1N(C2=CC=C(C(=C2C1)C(F)(F)F)C#N)CC1=NC(=NO1)C1=CC(=CC=C1)C(F)(F)F (2-Methyl-4-(trifluoromethyl)-1-({3-[3-(trifluoromethyl)phenyl]-1,2,4-oxadiazol-5-yl}methyl)-1H-indole-5-carbonitrile). Reaction SMILES: [C:1]([C:3]1[C:4]([C:17]([F:20])([F:19])[F:18])=[C:5]2[C:9](=[CH:10][CH:11]=1)[N:8]([CH2:12][C:13](O)=O)[C:7]([CH3:16])=[CH:6]2)#[N:2].[OH:21][NH:22][C:23]([C:25]1[CH:30]=[CH:29][CH:28]=[C:27]([C:31]([F:34])([F:33])[F:32])[CH:26]=1)=[NH:24]>>[CH3:16][C:7]1[N:8]([CH2:12][C:13]2[O:21][N:22]=[C:23]([C:25]3[CH:30]=[CH:29][CH:28]=[C:27]([C:31]([F:33])([F:32])[F:34])[CH:26]=3)[N:24]=2)[C:9]2[C:5]([CH:6]=1)=[C:4]([C:17]([F:19])([F:18])[F:20])[C:3]([C:1]#[N:2])=[CH:11][CH:10]=2. Reported procedure: Synthesized as described in Example 37 using [5-cyano-2-methyl-4-(trifluoromethyl)-1H-indol-1-yl]acetic acid and N-hydroxy-3-(trifluoromethyl)benzenecarboximidamide: 1H NMR (400 MHz, CDCl3) δ 8.28 (s, 1H), 8.20 (d, J=7.8 Hz, 1H), 7.77 (d, J=7.8 Hz, 1H), 7.60 (m, 3H), 6.69 (s, 1H), 5.60 (s, 2H), 2.65 (s, 3H); MS (ES) m/z 473 (M+Na). Starting materials: CC(=O)O, OO, c1cnc2[nH]cnc2c1. Yields the product [O-][n+]1c[nH]c2ncccc21. As a reaction SMILES: [C:12]([OH:13])(=[O:14])[CH3:15].[OH:1][OH:2].[n:3]1[cH:4][nH:5][c:6]2[n:7][cH:8][cH:9][cH:10][c:11]12>>[O-:1][n+:3]1[cH:4][nH:5][c:6]2[n:7][cH:8][cH:9][cH:10][c:11]12. The reactants are CC[N+](CC)(CC)Cc1ccccc1, [Cl-], ClC(Cl)Cl, Cc1ccccc1N=C(Cl)c1c(Cl)cccc1Cl, N#C[K], O. Product: Cc1ccccc1N=C(C#N)c1c(Cl)cccc1Cl. As a reaction SMILES: [CH2:27]([N+:28]([CH2:29][CH3:30])([CH2:31][CH3:32])[CH2:33][c:34]1[cH:35][cH:36][cH:37][cH:38][cH:39]1)[CH3:40].[Cl-:26].[Cl:19][CH:20]([Cl:21])[Cl:22].[Cl:1][C:2](=[N:3][c:4]1[c:5]([CH3:10])[cH:6][cH:7][cH:8][cH:9]1)[c:11]1[c:12]([Cl:18])[cH:13][cH:14][cH:15][c:16]1[Cl:17].[K:23][C:24]#[N:25].[OH2:41]>>[C:2](=[N:3][c:4]1[c:5]([CH3:10])[cH:6][cH:7][cH:8][cH:9]1)([c:11]1[c:12]([Cl:18])[cH:13][cH:14][cH:15][c:16]1[Cl:17])[C:24]#[N:25]. Starting materials: C1(CC1)S(=O)(=O)C1=CC=C(C=C1)C(C(CCC(=O)C=1SC(=CN1)CO)=O)CC1CCOCC1 (5-[4-(cyclopropylsulfonyl)phenyl]-1-[5-(hydroxymethyl)-1,3-thiazol-2-yl]-6-(tetrahydro-2H-pyran-4-yl)hexane-1,4-dione), C(C)(=O)[O-].[NH4+] (ammonium acetate), C(O)([O-])=O.[Na+] (sodium hydrogen carbonate). Solvent: C(C)(=O)O (acetic acid). Reaction conditions: temperature 100 celsius, time 1 hour. The product is C1(CC1)S(=O)(=O)C1=CC=C(C=C1)C(CC1CCOCC1)C1=CC=C(N1)C=1SC(=CN1)CO ([2-(5-{1-[4-(cyclopropylsulfonyl)phenyl]-2-(tetrahydro-2H-pyran-4-yl)ethyl}-1H-pyrrol-2-yl)-1,3-thiazol-5-yl]methanol). The yield is 93.6%. As a reaction SMILES: [CH:1]1([S:4]([C:7]2[CH:12]=[CH:11][C:10]([CH:13]([CH2:27][CH:28]3[CH2:33][CH2:32][O:31][CH2:30][CH2:29]3)[C:14](=O)[CH2:15][CH2:16][C:17]([C:19]3[S:20][C:21]([CH2:24][OH:25])=[CH:22][N:23]=3)=O)=[CH:9][CH:8]=2)(=[O:6])=[O:5])[CH2:3][CH2:2]1.C([O-])(=O)C.[NH4+:38].C(=O)([O-])O.[Na+]>C(O)(=O)C>[CH:1]1([S:4]([C:7]2[CH:12]=[CH:11][C:10]([CH:13]([C:14]3[NH:38][C:17]([C:19]4[S:20][C:21]([CH2:24][OH:25])=[CH:22][N:23]=4)=[CH:16][CH:15]=3)[CH2:27][CH:28]3[CH2:29][CH2:30][O:31][CH2:32][CH2:33]3)=[CH:9][CH:8]=2)(=[O:6])=[O:5])[CH2:2][CH2:3]1 |f:1.2,3.4|. Procedure details: A mixture of 5-[4-(cyclopropylsulfonyl)phenyl]-1-[5-(hydroxymethyl)-1,3-thiazol-2-yl]-6-(tetrahydro-2H-pyran-4-yl)hexane-1,4-dione (0.50 g), ammonium acetate (0.39 g) and acetic acid (4 mL) was stirred at 100° C. for 1 hr. The reaction mixture was neutralized with saturated aqueous sodium hydrogen carbonate, and extracted with ethyl acetate. The ethyl acetate layer was washed with saturated brine, dried (MgSO4) and concentrated. The residue was subjected to silica gel column chromatography, and ... The reactants are C(C)(C)(C)OC(NC(CNC1=NC(=CN=C1)C=1C=C2C(=NN(C2=CC1)COCC1=CC=CC=C1)C)CC1=CC=CC=C1)=O ({1-benzyl-2-[6-(1-benzyloxymethyl-3-methyl-1H-indazol-5-yl)-pyrazin-2-ylamino]-ethyl}-carbamic acid tert-butyl ester), Cl (HCl). Run in C(C)O (ethyl alcohol). Run at temperature 50 celsius. Product: Cl.Cl.CC1=NNC2=CC=C(C=C12)C1=CN=CC(=N1)NC[C@H](CC1=CC=CC=C1)N ((S)-N1-[6-(3-Methyl-1H-indazole-5-yl)-pyrazin-2-yl]-3-phenyl-propane-1,2-diamine dihydrochloride). RXN SMILES: C(OC(=O)[NH:7][CH:8]([CH2:36][C:37]1[CH:42]=[CH:41][CH:40]=[CH:39][CH:38]=1)[CH2:9][NH:10][C:11]1[CH:16]=[N:15][CH:14]=[C:13]([C:17]2[CH:18]=[C:19]3[C:23](=[CH:24][CH:25]=2)[N:22](COCC2C=CC=CC=2)[N:21]=[C:20]3[CH3:35])[N:12]=1)(C)(C)C.[ClH:44]>C(O)C>[ClH:44].[ClH:44].[CH3:35][C:20]1[C:19]2[C:23](=[CH:24][CH:25]=[C:17]([C:13]3[N:12]=[C:11]([NH:10][CH2:9][C@@H:8]([NH2:7])[CH2:36][C:37]4[CH:38]=[CH:39][CH:40]=[CH:41][CH:42]=4)[CH:16]=[N:15][CH:14]=3)[CH:18]=2)[NH:22][N:21]=1 |f:3.4.5|. Reported procedure: The compound from step D (0.53 g, 0.92 mmol) was mixed with ethyl alcohol (8 mL) and 2N HCl (8 mL) and heated at 90° C. for 2 h, 50° C. overnight. The mixture was evaporated to dryness and purified by reversed phase HPLC eluting with a gradient of 10% to 60% of acetonitrile/water with 0.1% TFA. The desired fractions were evaporated to dryness and treated with 2N HCl/ethanol to give the HCl salt. The salt was dried in high vacuum at 78° C. overnight to give the title compound (0.18 g, 45%). LCMS ... Starting materials: ClC1=C(C(=C(C(=N1)C)C(=O)OCC)NCCCN(C)C)[N+](=O)[O-] (6-Chloro-4-[[3-(dimethylamino)propyl]amino]-2-methyl-5-nitropyridine-3-carboxylic acid, ethyl ester), N (ammonia). The product is Cl.NC1=C(C(=C(C(=N1)C)C(=O)OCC)NCCCN(C)C)[N+](=O)[O-] (6-amino-4-[[3-(dimethylamino)propyl]amino]-2-methyl-5-nitropyridine-3-carboxylic acid, ethyl ester, hydrochloride). As a reaction SMILES: [Cl:1][C:2]1[N:7]=[C:6]([CH3:8])[C:5]([C:9]([O:11][CH2:12][CH3:13])=[O:10])=[C:4]([NH:14][CH2:15][CH2:16][CH2:17][N:18]([CH3:20])[CH3:19])[C:3]=1[N+:21]([O-:23])=[O:22].[NH3:24]>>[ClH:1].[NH2:24][C:2]1[N:7]=[C:6]([CH3:8])[C:5]([C:9]([O:11][CH2:12][CH3:13])=[O:10])=[C:4]([NH:14][CH2:15][CH2:16][CH2:17][N:18]([CH3:20])[CH3:19])[C:3]=1[N+:21]([O-:23])=[O:22] |f:2.3|. Procedure: 6-Chloro-4-[[3-(dimethylamino)propyl]amino]-2-methyl-5-nitropyridine-3-carboxylic acid, ethyl ester is treated with ammonia according to the procedure of Example 1 c and 6-amino-4-[[3-(dimethylamino)propyl]amino]-2-methyl-5-nitropyridine-3-carboxylic acid, ethyl ester, hydrochloride is obtained, m.p. 182° (dec.), (methanol). The aqueous solution of this hydrochloride is made alkaline with sodium hydroxide and extracted with ether to obtain the free base, m.p. 52°-53° (methanol). Reactants: C(C1=CC=CC=C1)N1CC(CC1=O)C(=O)OC (methyl 1-benzyl-5-oxo-3-pyrrolidine carboxylate), [H-].[Al+3].[Li+].[H-].[H-].[H-] (lithium aluminum hydride), O (Water). Run in C1CCOC1 (THF), C1CCOC1 (THF). Reaction conditions: temperature -5 celsius. The product is C(C1=CC=CC=C1)N1CC(CC1)CO (N-benzyl-3-hydroxymethylpyrrolidine). The yield is 95.2%. RXN SMILES: [H-].[Al+3].[Li+].[H-].[H-].[H-].[CH2:7]([N:14]1[C:18](=O)[CH2:17][CH:16]([C:20](OC)=[O:21])[CH2:15]1)[C:8]1[CH:13]=[CH:12][CH:11]=[CH:10][CH:9]=1.O>C1COCC1>[CH2:7]([N:14]1[CH2:18][CH2:17][CH:16]([CH2:20][OH:21])[CH2:15]1)[C:8]1[CH:13]=[CH:12][CH:11]=[CH:10][CH:9]=1 |f:0.1.2.3.4.5|. Procedure details: A suspension of lithium aluminum hydride (7.50 g) in 150 ml THF was cooled to -5° C. A solution of methyl 1-benzyl-5-oxo-3-pyrrolidine carboxylate (0.064 moles, 15.0 g) in THF was added dropwise. The mixture was heated to 40° C. for 16 hours. Water (25 ml) was added. The mixture was filtered and extracted with ether. The organic phase was washed with water, dried over sodium sulfate and concentrated to yield 11.65 g of N-benzyl-3-hydroxymethylpyrrolidine. (MS) The alcohol (0.06 moles, 11.5 g) in... The solvent is Cl (hydrogen chloride), O1CCOCC1 (dioxane). Starting materials: ClC1=CC=C(C(=N1)NC(OC(C)(C)C)=O)C=NO (tert-Butyl {6-chloro-3-[(hydroxyimino)methyl]pyridin-2-yl}carbamate). Reaction conditions: time 30 minute. Reaction SMILES: [Cl:1][C:2]1[N:7]=[C:6]([NH:8]C(=O)OC(C)(C)C)[C:5]([CH:16]=[N:17][OH:18])=[CH:4][CH:3]=1>Cl.O1CCOCC1>[ClH:1].[NH2:8][C:6]1[C:5]([CH:16]=[N:17][OH:18])=[CH:4][CH:3]=[C:2]([Cl:1])[N:7]=1 |f:3.4|. Product: Cl.NC1=NC(=CC=C1C=NO)Cl (2-Amino-6-chloropyridine-3-carbaldehyde oxime hydrochloride). Reported procedure: 15.5 g (57 mmol) of tert-butyl {6-chloro-3-[(hydroxyimino)methyl]pyridin-2-yl}carbamate (Example 26A) were dissolved in 285 ml of 4N hydrogen chloride in dioxane and the mixture was stirred for 30 min. The reaction mixture was concentrated to half of its original volume and the same amount of diethyl ether was added. The reaction mixture was stirred for 20 min and the product was filtered off and washed with diethyl ether. This gave 11 g (94% of theory) of the product as a solid.